This data is from the Open Reaction Database (ORD), a public repository of structured organic reaction records. The task is: describe an organic reaction: reactants, conditions, products, and yield Reactants: CC(=O)O, OO, Cc1cnc(C)c(C)c1. Product: Cc1cc(C)c(C)[n+]([O-])c1. RXN SMILES: [CH3:12][C:13](=[O:14])[OH:15].[OH:10][OH:11].[n:1]1[c:2]([CH3:9])[c:3]([CH3:8])[cH:4][c:5]([CH3:7])[cH:6]1>>[n+:1]1([O-:10])[c:2]([CH3:9])[c:3]([CH3:8])[cH:4][c:5]([CH3:7])[cH:6]1. Procedure details: The Cbz protected serylaminomalonate (0.5 g, 1.2 mmoles) and 0.33 g (1.2 mmoles) of TPP in 30 mL of THF were treated with 0.2 mL (1.29 mmoles) of DEAD for 1 hour at R.T. The mixture was chromatographed as above, yielding 0.29 g (63% mass recovery) of the mixture of the title compound and 1-Cbz-2-carboxyaziridine diethoxycarbonylmethylamide. 105 mg of the mixture was prep TLC'd (silica, 2 mm, ether/hexanes, 4 times). The title compound eluted first, and after evaporation, 64.1 mg (0.18 mmoles, 15... Run in C1CCOC1 (THF). Reactants: Cbz, C(C)OC(=O)C(C(=O)OCC)[NH-].C(=O)(OCC1=CC=CC=C1)N1C(C1)C(=O)O (1-Cbz-2-carboxyaziridine diethoxycarbonylmethylamide), N[C@@H](CO)C(=O)NC(C(=O)[O-])C(=O)[O-] (serylaminomalonate), CCOC(=O)/N=N/C(=O)OCC (DEAD). The product is C(C)OC(=O)C(N1C(C(C1)NC(=O)OCC1=CC=CC=C1)=O)C(=O)OCC (N-[Di-(ethoxycarbonyl)methyl]-3-benzyloxycarbonylamino-2-azetidinone). Reaction SMILES: N[C@H](C(NC(C([O-])=O)C([O-])=O)=O)CO.CCOC(/N=N/C(OCC)=O)=O.[CH2:27]([O:29][C:30]([CH:32]([NH-:38])[C:33]([O:35][CH2:36][CH3:37])=[O:34])=[O:31])[CH3:28].[C:39]([N:49]1[CH2:51][CH:50]1[C:52](O)=[O:53])([O:41][CH2:42][C:43]1[CH:48]=[CH:47][CH:46]=[CH:45][CH:44]=1)=[O:40]>C1COCC1>[CH2:27]([O:29][C:30]([CH:32]([C:33]([O:35][CH2:36][CH3:37])=[O:34])[N:38]1[CH2:51][CH:50]([NH:49][C:39]([O:41][CH2:42][C:43]2[CH:48]=[CH:47][CH:46]=[CH:45][CH:44]=2)=[O:40])[C:52]1=[O:53])=[O:31])[CH3:28] |f:2.3|. The product is NC1=C(C=CC=C1)N1C(=C(C(C=C1C1=CC=CC=C1)=O)C)C1=CC=CC=C1 (1-(2-aminophenyl)-3-methyl-2,6-diphenyl-4(1H)-pyridinone). Run in CO (methanol). The reactants are suspension, CC1=C(N(C(=CC1=O)C1=CC=CC=C1)C1=C(C=CC=C1)[N+](=O)[O-])C1=CC=CC=C1 (3-methyl-1-(2-nitrophenyl)-2,6-diphenyl-4(1H)-pyridinone), C(=O)[O-].[NH4+] (ammonium formate), resultant mixture. Procedure details: To 50 ml of a suspension of 1.8 g (0.0050 mole) of 3-methyl-1-(2-nitrophenyl)-2,6-diphenyl-4(1H)-pyridinone and 0.2 g of 10% Pd-C in methanol, 1.5 g (0.023 mole) of ammonium formate (as a reducing agent) was added. After heating the resultant mixture under reflux for 3 hours under a nitrogen gas stream, solid matter was filtered off from the reaction mixture and the solvent was distilled off. The residue was then extracted with chloroform and the organic layer (the extract) was washed with 50 ml... The reagents and catalysts are [Pd] (Pd-C). The yield is 51.1%. As a reaction SMILES: [CH3:1][C:2]1[C:7](=[O:8])[CH:6]=[C:5]([C:9]2[CH:14]=[CH:13][CH:12]=[CH:11][CH:10]=2)[N:4]([C:15]2[CH:20]=[CH:19][CH:18]=[CH:17][C:16]=2[N+:21]([O-])=O)[C:3]=1[C:24]1[CH:29]=[CH:28][CH:27]=[CH:26][CH:25]=1.C([O-])=O.[NH4+]>CO.[Pd]>[NH2:21][C:16]1[CH:17]=[CH:18][CH:19]=[CH:20][C:15]=1[N:4]1[C:5]([C:9]2[CH:14]=[CH:13][CH:12]=[CH:11][CH:10]=2)=[CH:6][C:7](=[O:8])[C:2]([CH3:1])=[C:3]1[C:24]1[CH:29]=[CH:28][CH:27]=[CH:26][CH:25]=1 |f:1.2|. The reactants are C(=O)C1OCCC=2C(=CC=CC12)C#N (1-formyl-3,4-dihydro-1H-isochromene-5-carbonitrile), Cl.N1(CCNCC1)CCC1=CC2=C(C(OC2)=O)C=C1 (5-(2-piperazin-1-ylethyl)-2-benzofuran-1(3H)-one hydrochloride), CCN(C(C)C)C(C)C (DIEA), CC(=O)O (AcOH), [BH-](OC(=O)C)(OC(=O)C)OC(=O)C.[Na+] (NaBH(OAc)3). Run in C(Cl)Cl (DCM), O (Water). Reaction conditions: time 30 minute. The product is O=C1OCC2=C1C=CC(=C2)CCN2CCN(CC2)CC2OCCC=1C(=CC=CC21)C#N (1-({4-[2-(1-oxo-1,3-dihydro-2-benzofuran-5-yl)ethyl]piperazin-1-yl}methyl)-3,4-dihydro-1H-isochromene-5-carbonitrile). RXN SMILES: [CH:1]([CH:3]1[C:12]2[CH:11]=[CH:10][CH:9]=[C:8]([C:13]#[N:14])[C:7]=2[CH2:6][CH2:5][O:4]1)=O.Cl.[N:16]1([CH2:22][CH2:23][C:24]2[CH:33]=[CH:32][C:27]3[C:28](=[O:31])[O:29][CH2:30][C:26]=3[CH:25]=2)[CH2:21][CH2:20][NH:19][CH2:18][CH2:17]1.CCN(C(C)C)C(C)C.CC(O)=O.[BH-](OC(C)=O)(OC(C)=O)OC(C)=O.[Na+]>C(Cl)Cl.O>[O:31]=[C:28]1[C:27]2[CH:32]=[CH:33][C:24]([CH2:23][CH2:22][N:16]3[CH2:21][CH2:20][N:19]([CH2:1][CH:3]4[C:12]5[CH:11]=[CH:10][CH:9]=[C:8]([C:13]#[N:14])[C:7]=5[CH2:6][CH2:5][O:4]4)[CH2:18][CH2:17]3)=[CH:25][C:26]=2[CH2:30][O:29]1 |f:1.2,5.6|. Procedure details: A mixture of 1-formyl-3,4-dihydro-1H-isochromene-5-carbonitrile (65 mg, 0.35 mmol), 5-(2-piperazin-1-ylethyl)-2-benzofuran-1(3H)-one hydrochloride (100 mg, 0.35 mmol), DIEA (45 mg, 0.35 mmol), AcOH (21 mg, 0.35 mmol) in 3 mL of DCM was stirred 30 min at room temperature and then NaBH(OAc)3 (440 mg, 2.1 mmol) was added. The mixture was stirred over night at room temperature. Water was added and the mixture was extracted with DCM. The combined organic layers were washed with brine, dried over anhy... The reactants are C(C)OC(C[C@H](N)C1=CC=CC=C1)=O (D-β-phenylalanine ethyl ester), [Na].[K] (sodium-potassium alloy). Run at temperature 20 celsius, time 3 hour. Yields the product C(C)OC(C[C@@H](N)C1=CC=CC=C1)=O (racemic β-phenylalanine ethyl ester). Yield: 93.1%. RXN SMILES: [CH2:1]([O:3][C:4](=[O:14])[CH2:5][C@@H:6]([C:8]1[CH:13]=[CH:12][CH:11]=[CH:10][CH:9]=1)[NH2:7])[CH3:2].[Na].[K]>>[CH2:1]([O:3][C:4](=[O:14])[CH2:5][C@H:6]([C:8]1[CH:13]=[CH:12][CH:11]=[CH:10][CH:9]=1)[NH2:7])[CH3:2] |f:1.2,^1:14,15|. Procedure: In a 25 ml flask, 13.0 g of D-β-phenylalanine ethyl ester was charged under nitrogen, and sodium-potassium alloy (Na : K = 56 : 44 by weight) (0.1 g) was added thereto. The mixture was stirred at 20°C for 3 hours. The reaction mixture was treated as in Example 11 to give 12.1 g of racemic β-phenylalanine ethyl ester. B.P. 95° to 96°C/0.6 mmHg. [α]D25 -0.1° (neat).